From a dataset of the Open Reaction Database (ORD), a public repository of structured organic reaction records. describe an organic reaction: reactants, conditions, products, and yield Starting materials: ClC1=C(C=CC(=C1)C=1SC(=CC1)C)S(=O)(=O)NC1=C(C=CC(=N1)N1C[C@H](N([C@H](C1)C)C(=O)OC(C)(C)C)C)OC (1,1-Dimethylethyl (2R,6S)-4-[6-({[2-chloro-4-(5-methyl-2-thienyl)phenyl]sulfonyl}amino)-5-(methyloxy)-2-pyridinyl]-2,6-dimethyl-1-piperazinecarboxylate). The solvent is Cl.O1CCOCC1 (HCl dioxane). Conditions: time 24 hour. Product: Cl.ClC1=C(C=CC(=C1)C=1SC(=CC1)C)S(=O)(=O)NC1=NC(=CC=C1OC)N1C[C@H](N[C@H](C1)C)C (2-Chloro-N-[6-[(3R,5S)-3,5-dimethyl-1-piperazinyl]-3-(methyloxy)-2-pyridinyl]-4-(5-methyl-2-thienyl)benzenesulfonamide Hydrochloride). The yield is 86.7%. As a reaction SMILES: [Cl:1][C:2]1[CH:7]=[C:6]([C:8]2[S:9][C:10]([CH3:13])=[CH:11][CH:12]=2)[CH:5]=[CH:4][C:3]=1[S:14]([NH:17][C:18]1[N:23]=[C:22]([N:24]2[CH2:29][C@H:28]([CH3:30])[N:27](C(OC(C)(C)C)=O)[C@H:26]([CH3:38])[CH2:25]2)[CH:21]=[CH:20][C:19]=1[O:39][CH3:40])(=[O:16])=[O:15]>Cl.O1CCOCC1>[ClH:1].[Cl:1][C:2]1[CH:7]=[C:6]([C:8]2[S:9][C:10]([CH3:13])=[CH:11][CH:12]=2)[CH:5]=[CH:4][C:3]=1[S:14]([NH:17][C:18]1[C:19]([O:39][CH3:40])=[CH:20][CH:21]=[C:22]([N:24]2[CH2:29][C@H:28]([CH3:30])[NH:27][C@H:26]([CH3:38])[CH2:25]2)[N:23]=1)(=[O:16])=[O:15] |f:1.2,3.4|. Reported procedure: 1,1-Dimethylethyl (2R,6S)-4-[6-({[2-chloro-4-(5-methyl-2-thienyl)phenyl]sulfonyl}amino)-5-(methyloxy)-2-pyridinyl]-2,6-dimethyl-1-piperazinecarboxylate (D16) (0.170 g) was dissolved in 4N HCl/dioxane (5 mL) added and the reaction stirred at rt for 24 hours. The reaction mixture was evaporated and triturated with ethyl acetate/ether ×3 to give a white solid which was dried at 50° C. under high vac to give the compound as a white solid (E8)(0.066 g). MS (ES+) m/e 507/509 [M+H]+. Reactants: Brc1cncc(Br)c1, O=C([O-])[O-], C1COCCO1, CN1CCNCC1, CCOC(C)=O, [Cs+], [Cs+], O=C(C=Cc1ccccc1)C=Cc1ccccc1, O=C(C=Cc1ccccc1)C=Cc1ccccc1, O=C(C=Cc1ccccc1)C=Cc1ccccc1, [Pd], [Pd], CC1(C)c2cccc(P(c3ccccc3)c3ccccc3)c2Oc2c(P(c3ccccc3)c3ccccc3)cccc21. The product is CN1CCN(c2cncc(Br)c2)CC1. As a reaction SMILES: [Br:1][c:2]1[cH:3][n:4][cH:5][c:6]([Br:7])[cH:8]1.[C:51](=[O:52])([O-:53])[O-:54].[CH2:64]1[O:65][CH2:66][CH2:67][O:68][CH2:69]1.[CH3:57][N:58]1[CH2:59][CH2:60][NH:61][CH2:62][CH2:63]1.[CH3:70][CH2:71][O:72][C:73]([CH3:74])=[O:75].[Cs+:55].[Cs+:56].[O:114]=[C:115]([CH:116]=[CH:117][c:118]1[cH:119][cH:120][cH:121][cH:122][cH:123]1)[CH:124]=[CH:125][c:126]1[cH:127][cH:128][cH:129][cH:130][cH:131]1.[O:78]=[C:79]([CH:80]=[CH:81][c:82]1[cH:83][cH:84][cH:85][cH:86][cH:87]1)[CH:88]=[CH:89][c:90]1[cH:91][cH:92][cH:93][cH:94][cH:95]1.[O:96]=[C:97]([CH:98]=[CH:99][c:100]1[cH:101][cH:102][cH:103][cH:104][cH:105]1)[CH:106]=[CH:107][c:108]1[cH:109][cH:110][cH:111][cH:112][cH:113]1.[Pd:76].[Pd:77].[c:9]1([P:10]([c:11]2[cH:12][cH:13][cH:14][cH:15][cH:16]2)[c:17]2[c:18]3[c:42]([cH:43][cH:44][cH:45]2)[C:39]([CH3:40])([CH3:41])[c:21]2[c:20]([c:25]([P:26]([c:27]4[cH:28][cH:29][cH:30][cH:31][cH:32]4)[c:33]4[cH:34][cH:35][cH:36][cH:37][cH:38]4)[cH:24][cH:23][cH:22]2)[O:19]3)[cH:46][cH:47][cH:48][cH:49][cH:50]1>>[c:2]1([N:61]2[CH2:60][CH2:59][N:58]([CH3:57])[CH2:63][CH2:62]2)[cH:3][n:4][cH:5][c:6]([Br:7])[cH:8]1. Starting materials: O=C([O-])O, CCN(CC)CCNC(=O)c1ccc(N(S(C)(=O)=O)S(C)(=O)=O)cc1OC, ClCCl, [K+], [Na+], C1CCOC1, [OH-]. Yields the product CCN(CC)CCNC(=O)c1ccc(NS(C)(=O)=O)cc1OC. Reaction SMILES: [C:30](=[O:31])([OH:32])[O-:33].[CH2:1]([CH3:2])[N:3]([CH2:4][CH2:5][NH:6][C:7]([c:8]1[c:9]([O:23][CH3:24])[cH:10][c:11]([N:14]([S:15](=[O:16])(=[O:17])[CH3:18])[S:19]([CH3:20])(=[O:21])=[O:22])[cH:12][cH:13]1)=[O:25])[CH2:26][CH3:27].[CH2:35]([Cl:36])[Cl:37].[K+:29].[Na+:34].[O:38]1[CH2:39][CH2:40][CH2:41][CH2:42]1.[OH-:28]>>[CH2:1]([CH3:2])[N:3]([CH2:4][CH2:5][NH:6][C:7]([c:8]1[c:9]([O:23][CH3:24])[cH:10][c:11]([NH:14][S:15](=[O:16])(=[O:17])[CH3:18])[cH:12][cH:13]1)=[O:25])[CH2:26][CH3:27]. Isolated yield 61.0%. Yields the product BrC1=CC=C2C=CN(C2=C1)CCN(C)C (6-Bromo-1-(2-(N,N-dimethylamino)ethyl)-1H-indole). Reaction conditions: time 10 minute. Reactants: CN(C)CCO (2-(N,N-dimethylamino)ethanol), [H-].[Na+] (NaH), BrC1=CC=C2C=CN(C2=C1)S(=O)(=O)C (6-Bromo-(1-Methanesulphonyl)-1H-indole). Reaction SMILES: [H-].[Na+].[CH3:3][N:4]([CH2:6][CH2:7]O)[CH3:5].[Br:9][C:10]1[CH:18]=[C:17]2[C:13]([CH:14]=[CH:15][N:16]2S(C)(=O)=O)=[CH:12][CH:11]=1>C1(C)C=CC=CC=1.C(Cl)Cl>[Br:9][C:10]1[CH:18]=[C:17]2[C:13]([CH:14]=[CH:15][N:16]2[CH2:7][CH2:6][N:4]([CH3:5])[CH3:3])=[CH:12][CH:11]=1 |f:0.1|. Solvent: C(Cl)Cl (CH2Cl2), C1(=CC=CC=C1)C (toluene). Procedure details: To a powdered suspension of NaH (55 mg, 4.8 mmol) in toluene (4 mL) was added 2-(N,N-dimethylamino)ethanol (321 mg, 3.6 mmol). The mixture was stirred for 10 minutes, after which compound (i), above, (751 mg, 2.4 mmol) was added and the mixture refluxed 16 h. The mixture was allowed to cool to room temperature and then diluted with CH2Cl2. The organic extract was washed with water and brine and dried over anhydrous Na2SO4. The crude residue was purified by flash chromatography to give the title ...